From a dataset of the Open Reaction Database (ORD), a public repository of structured organic reaction records. describe an organic reaction: reactants, conditions, products, and yield Yield: 95.8%. Reaction SMILES: [F:1][C:2]1[CH:3]=[C:4]([C:9]2[CH:14]=[CH:13][C:12]([CH2:15][CH2:16][CH3:17])=[CH:11][CH:10]=2)[CH:5]=[C:6]([F:8])[CH:7]=1.C([Li])CCC.C[O:24]B(OC)OC.Cl>C1COCC1>[F:1][C:2]1[CH:3]=[C:4]([C:9]2[CH:14]=[CH:13][C:12]([CH2:15][CH2:16][CH3:17])=[CH:11][CH:10]=2)[CH:5]=[C:6]([F:8])[C:7]=1[OH:24]. Solvent: C1CCOC1 (THF). Procedure: In a nitrogen atmosphere, 10.00 g of 3,5-difluoro-1-(4-propylphenyl)benzene was dissolved in 50 mL of THF, and the resultant solution was cooled to −40° C. Then, 30 mL of butyl lithium (1.6 mol/L, hexane solution) was added at such a rate that the inside temperature did not exceed −35° C. After stirring at −40° C. for 1 hour, 5.37 g of trimethoxyborane was added at such a rate that the inside temperature did not exceed −35° C. After stirring at −40° C. for 1 hour, the inside temperature was incr... The product is FC1=C(C(=CC(=C1)C1=CC=C(C=C1)CCC)F)O (2,6-difluoro-4-(4-propylphenyl)phenol). Reactants: COB(OC)OC (trimethoxyborane), FC=1C=C(C=C(C1)F)C1=CC=C(C=C1)CCC (3,5-difluoro-1-(4-propylphenyl)benzene), resultant solution, C(CCC)[Li] (butyl lithium), Cl (hydrochloric acid). Conditions: temperature -40 celsius, time 1 hour.